From a dataset of the Open Reaction Database (ORD), a public repository of structured organic reaction records. describe an organic reaction: reactants, conditions, products, and yield The reactants are C1CCOC1, CI, CCC1(C(=O)OC)CN(c2c(C)cccc2C)C(=O)C1O, [Cl-], [H-], [NH4+], [Na+]. Product: CCC1(C(=O)OC)CN(c2c(C)cccc2C)C(=O)C1OC. Reaction SMILES: [CH2:28]1[O:29][CH2:30][CH2:31][CH2:32]1.[CH3:24][I:25].[CH3:3][O:4][C:5](=[O:6])[C:7]1([CH2:22][CH3:23])[CH2:8][N:9]([c:14]2[c:15]([CH3:21])[cH:16][cH:17][cH:18][c:19]2[CH3:20])[C:10](=[O:13])[CH:11]1[OH:12].[Cl-:26].[H-:2].[NH4+:27].[Na+:1]>>[CH3:3][O:4][C:5](=[O:6])[C:7]1([CH2:22][CH3:23])[CH2:8][N:9]([c:14]2[c:15]([CH3:21])[cH:16][cH:17][cH:18][c:19]2[CH3:20])[C:10](=[O:13])[CH:11]1[O:12][CH3:24]. Reaction SMILES: [C:19](=[O:20])([O-:21])[O-:22].[CH3:25][OH:26].[F:1][C:2]([F:3])([F:4])[C:17]([NH:5][c:6]1[n:7][c:8]2[n:9]([cH:10][c:11]([F:14])[cH:12][cH:13]2)[c:15]1[CH3:16])=[O:18].[K+:23].[K+:24].[OH2:27]>>[NH2:5][c:6]1[n:7][c:8]2[n:9]([cH:10][c:11]([F:14])[cH:12][cH:13]2)[c:15]1[CH3:16]. Starting materials: O=C([O-])[O-], CO, Cc1c(NC(=O)C(F)(F)F)nc2ccc(F)cn12, [K+], [K+], O. The product is Cc1c(N)nc2ccc(F)cn12. Reactants: COC(=O)C(N)Cc1ccc(-c2c(C)ccn(C)c2=O)cc1, CCN(C(C)C)C(C)C, O=C(Cl)c1c(Cl)cccc1Cl, ClCCl, Cl. Product: COC(=O)C(Cc1ccc(-c2c(C)ccn(C)c2=O)cc1)NC(=O)c1c(Cl)cccc1Cl. Reaction SMILES: [CH3:2][O:3][C:4]([CH:5]([NH2:6])[CH2:7][c:8]1[cH:9][cH:10][c:11](-[c:14]2[c:15](=[O:22])[n:16]([CH3:21])[cH:17][cH:18][c:19]2[CH3:20])[cH:12][cH:13]1)=[O:23].[CH:35]([N:36]([CH2:37][CH3:38])[CH:39]([CH3:40])[CH3:41])([CH3:42])[CH3:43].[Cl:24][c:25]1[c:26]([C:27](=[O:28])[Cl:29])[c:30]([Cl:34])[cH:31][cH:32][cH:33]1.[Cl:44][CH2:45][Cl:46].[ClH:1]>>[CH3:2][O:3][C:4]([CH:5]([NH:6][C:27]([c:26]1[c:25]([Cl:24])[cH:33][cH:32][cH:31][c:30]1[Cl:34])=[O:28])[CH2:7][c:8]1[cH:9][cH:10][c:11](-[c:14]2[c:15](=[O:22])[n:16]([CH3:21])[cH:17][cH:18][c:19]2[CH3:20])[cH:12][cH:13]1)=[O:23]. Starting materials: N#Cc1ccccc1-c1cc(-c2ccccn2)cn(-c2cccc(N)c2)c1=O, O=C([O-])O, CC(=O)O, [Na+]. Yields the product CNc1cccc(-n2cc(-c3ccccn3)cc(-c3ccccc3C#N)c2=O)c1. Reaction SMILES: [C:1](#[N:2])[c:3]1[c:4](-[c:9]2[c:10](=[O:28])[n:11](-[c:21]3[cH:22][c:23]([NH2:27])[cH:24][cH:25][cH:26]3)[cH:12][c:13](-[c:15]3[n:16][cH:17][cH:18][cH:19][cH:20]3)[cH:14]2)[cH:5][cH:6][cH:7][cH:8]1.[C:29](=[O:30])([OH:31])[O-:32].[CH3:34][C:35](=[O:36])[OH:37].[Na+:33]>>[C:1](#[N:2])[c:3]1[c:4](-[c:9]2[c:10](=[O:28])[n:11](-[c:21]3[cH:22][c:23]([NH:27][CH3:29])[cH:24][cH:25][cH:26]3)[cH:12][c:13](-[c:15]3[n:16][cH:17][cH:18][cH:19][cH:20]3)[cH:14]2)[cH:5][cH:6][cH:7][cH:8]1. Reactants: CC1=C(N=C(O1)C1=CC=C(C=C1)N)C1=CC=CC=C1 (4-(5-methyl-4-phenyloxazol-2-yl)benzenamine), N1=CC=CC=C1 (pyridine), ClC1=C(C(=O)Cl)C=CC(=C1)Cl (2,4-dichlorobenzoyl chloride). Run in ClCCl (dichloromethane). Reaction conditions: time 1 hour. The product is ClC1=C(C(=O)NC2=CC=C(C=C2)C=2OC(=C(N2)C2=CC=CC=C2)C)C=CC(=C1)Cl (2,4-dichloro-N-(4-(5-methyl-4-phenyloxazol-2-yl)phenyl)benzamide). The yield is 19.0%. Reaction SMILES: [CH3:1][C:2]1[O:6][C:5]([C:7]2[CH:12]=[CH:11][C:10]([NH2:13])=[CH:9][CH:8]=2)=[N:4][C:3]=1[C:14]1[CH:19]=[CH:18][CH:17]=[CH:16][CH:15]=1.N1C=CC=CC=1.[Cl:26][C:27]1[CH:35]=[C:34]([Cl:36])[CH:33]=[CH:32][C:28]=1[C:29](Cl)=[O:30]>ClCCl>[Cl:26][C:27]1[CH:35]=[C:34]([Cl:36])[CH:33]=[CH:32][C:28]=1[C:29]([NH:13][C:10]1[CH:9]=[CH:8][C:7]([C:5]2[O:6][C:2]([CH3:1])=[C:3]([C:14]3[CH:15]=[CH:16][CH:17]=[CH:18][CH:19]=3)[N:4]=2)=[CH:12][CH:11]=1)=[O:30]. Procedure: to a solution of 4-(5-methyl-4-phenyloxazol-2-yl)benzenamine (311 mg, 1243 μmol) and pyridine, anhydrous (1013 μl, 12425 μmol) in 4 mL dichloromethane at room temperature was added all at once by metered pipet 2,4-dichlorobenzoyl chloride (192 μl, 1367 μmol). The reaction was stirred at room temperature for 1 hour then concentrated under reduced pressure, triturated with heptane and concentrated under reduced pressure. The residue was triturated with ethyl acetate and the isolated solid (170 mg)... Starting materials: CC(C)(C)OC(=O)N1CCC(F)(F)C(N=[N+]=[N-])C1, CO. Product: CC(C)(C)OC(=O)N1CCC(F)(F)C(N)C1. Reaction SMILES: [C:1]([CH3:2])([CH3:3])([CH3:4])[O:5][C:6](=[O:7])[N:8]1[CH2:9][CH:10]([N:16]=[N+:17]=[N-:18])[C:11]([F:14])([F:15])[CH2:12][CH2:13]1.[CH3:19][OH:20]>>[C:1]([CH3:2])([CH3:3])([CH3:4])[O:5][C:6](=[O:7])[N:8]1[CH2:9][CH:10]([NH2:16])[C:11]([F:14])([F:15])[CH2:12][CH2:13]1. Starting materials: CC(=O)O, COc1ccc(CC(C(=O)OC(C)C(NC(=O)OC(C)(C)C)C(=O)OCC(=O)c2ccccc2)N(C)C(=O)OCc2ccccc2)cc1. Product: COc1ccc(CC(C(=O)OC(C)C(NC(=O)OC(C)(C)C)C(=O)O)N(C)C(=O)OCc2ccccc2)cc1. Reaction SMILES: [C:49]([OH:50])(=[O:51])[CH3:52].[CH2:1]([C:2]([c:3]1[cH:4][cH:5][cH:6][cH:7][cH:8]1)=[O:9])[O:10][C:11]([CH:12]([NH:13][C:14](=[O:15])[O:16][C:17]([CH3:18])([CH3:19])[CH3:20])[CH:21]([O:22][C:23]([CH:24]([N:25]([CH3:26])[C:27](=[O:28])[O:29][CH2:30][c:31]1[cH:32][cH:33][cH:34][cH:35][cH:36]1)[CH2:37][c:38]1[cH:39][cH:40][c:41]([O:44][CH3:45])[cH:42][cH:43]1)=[O:46])[CH3:47])=[O:48]>>[O:10]=[C:11]([CH:12]([NH:13][C:14](=[O:15])[O:16][C:17]([CH3:18])([CH3:19])[CH3:20])[CH:21]([O:22][C:23]([CH:24]([N:25]([CH3:26])[C:27](=[O:28])[O:29][CH2:30][c:31]1[cH:32][cH:33][cH:34][cH:35][cH:36]1)[CH2:37][c:38]1[cH:39][cH:40][c:41]([O:44][CH3:45])[cH:42][cH:43]1)=[O:46])[CH3:47])[OH:48].